Dataset: the Open Reaction Database (ORD), a public repository of structured organic reaction records. Task: describe an organic reaction: reactants, conditions, products, and yield Starting materials: [H-], Cc1noc(N)c1Br, [Na+], C1CCOC1, O=S(=O)(Cl)c1cccs1. Product: Cc1noc(NS(=O)(=O)c2cccs2)c1Br. RXN SMILES: [H-:9].[NH2:1][c:2]1[c:3]([Br:8])[c:4]([CH3:7])[n:5][o:6]1.[Na+:10].[O:20]1[CH2:21][CH2:22][CH2:23][CH2:24]1.[s:11]1[c:12]([S:16](=[O:17])(=[O:18])[Cl:19])[cH:13][cH:14][cH:15]1>>[NH:1]([c:2]1[c:3]([Br:8])[c:4]([CH3:7])[n:5][o:6]1)[S:16]([c:12]1[s:11][cH:15][cH:14][cH:13]1)(=[O:17])=[O:18]. The reactants are C(C)(=O)Cl (Acetyl chloride), Cl.FC=1C=C(C=CC1)C=C1CNCCC1 (3-[1-(3-fluorophenyl)methylidene]-piperidine hydrochloride), Cl.FC=1C=C(C=CC1)C=C1CNCCC1 (3-[1-(3-fluorophenyl)methylidene]-piperidine hydrochloride), C(C)(C)N(CC)C(C)C (N,N-di-isopropyl-N-ethylamine). The solvent is C1CCOC1 (THF), O (water). Run at time 2 hour. Yields the product FC=1C=C(C=CC1)C=C1CN(CCC1)C(C)=O (1-{3-[1-(3-fluorophenyl)-methylidene]piperidin-1-yl}ethanone). Reaction SMILES: [C:1](Cl)(=[O:3])[CH3:2].Cl.[F:6][C:7]1[CH:8]=[C:9]([CH:13]=[C:14]2[CH2:19][CH2:18][CH2:17][NH:16][CH2:15]2)[CH:10]=[CH:11][CH:12]=1.C(N(C(C)C)CC)(C)C>C1COCC1.O>[F:6][C:7]1[CH:8]=[C:9]([CH:13]=[C:14]2[CH2:19][CH2:18][CH2:17][N:16]([C:1](=[O:3])[CH3:2])[CH2:15]2)[CH:10]=[CH:11][CH:12]=1 |f:1.2|. Procedure details: Acetyl chloride (0.515 mL) was added to a mixture of 3-[1-(3-fluorophenyl)methylidene]-piperidine hydrochloride (Intermediate 226, 1.5 g) and N,N-di-isopropyl-N-ethylamine (2.52 mL) in anhydrous THF (50 mL) at 0° C. under nitrogen. The mixture was allowed to warm to room temperature and was stirred for 2 hours. The mixture was diluted with water (100 mL) and extracted with ether, washed with brine, dried (Na2SO4) and filtered. The filtrate was evaporated to dryness and the residue was purified b... Starting materials: COC=1C=C(C=CC1OC)C1=NNC([C@H]2CCCC[C@@H]12)=O ((cis)-4-(3,4-Dimethoxyphenyl)-4a,5,6,7,8,8a-hexahydro-2H-phthalazin-1-one), C(C1=CC=CC=C1)OC1=C(CCl)C=CC=C1 (2-benzyloxybenzylchloride). Yields the product COC=1C=C(C=CC1OC)C1=NN(C([C@H]2CCCC[C@@H]12)=O)CC1=C(C=CC=C1)OCC1=CC=CC=C1 ((cis)-4-(3,4-Dimethoxyphenyl)-2-(2-benzyloxybenzyl)-4a,5,6,7,8,8a-hexahydro-2H-phthalazin-1-one). Reaction SMILES: [CH3:1][O:2][C:3]1[CH:4]=[C:5]([C:11]2[C@H:20]3[C@H:15]([CH2:16][CH2:17][CH2:18][CH2:19]3)[C:14](=[O:21])[NH:13][N:12]=2)[CH:6]=[CH:7][C:8]=1[O:9][CH3:10].[CH2:22]([O:29][C:30]1[CH:37]=[CH:36][CH:35]=[CH:34][C:31]=1[CH2:32]Cl)[C:23]1[CH:28]=[CH:27][CH:26]=[CH:25][CH:24]=1>>[CH3:1][O:2][C:3]1[CH:4]=[C:5]([C:11]2[C@H:20]3[C@H:15]([CH2:16][CH2:17][CH2:18][CH2:19]3)[C:14](=[O:21])[N:13]([CH2:32][C:31]3[CH:34]=[CH:35][CH:36]=[CH:37][C:30]=3[O:29][CH2:22][C:23]3[CH:28]=[CH:27][CH:26]=[CH:25][CH:24]=3)[N:12]=2)[CH:6]=[CH:7][C:8]=1[O:9][CH3:10]. Reported procedure: Prepared from compound 1 and 2-benzyloxybenzylchloride as described for component 78. Purified by chromatography [ethyl acetate/petroleum ether (60°-80° C.), 1:3]. M.p. colourless oil. Reactants: ice, N1N=C(C2=CC=CC=C12)C(=O)O (indazole-3-carboxylic acid), N1N=C(C2=CC=CC=C12)C(=O)O (indazole-3-carboxylic acid), [N+](=O)([O-])[O-].[K+] (potassium nitrate). The solvent is S(O)(O)(=O)=O (sulfuric acid). Run at time 8 hour. Product: [N+](=O)([O-])C=1C=C2C(=NNC2=CC1)C(=O)O (5-Nitro-1H-indazole-3-carboxylic acid). Isolated yield 77.8%. Reaction SMILES: [NH:1]1[C:9]2[C:4](=[CH:5][CH:6]=[CH:7][CH:8]=2)[C:3]([C:10]([OH:12])=[O:11])=[N:2]1.[N+:13]([O-])([O-:15])=[O:14].[K+]>S(=O)(=O)(O)O>[N+:13]([C:6]1[CH:5]=[C:4]2[C:9](=[CH:8][CH:7]=1)[NH:1][N:2]=[C:3]2[C:10]([OH:12])=[O:11])([O-:15])=[O:14] |f:1.2|. Reported procedure: To a suspension of indazole-3-carboxylic acid (compound 53, 3.0 g, 18 mmol) in 18 mL of concentrated sulfuric acid at 0 C was added potassium nitrate (2.0 g, 18 mmol). The reaction was stirred overnight at room temperature, poured into 150 mL of ice and extracted three times with ethyl acetate. The combined organic layer was washed with brine, dried and concentrated to give compound 54 (2.9 g) as the major isomer.